This data is from the Open Reaction Database (ORD), a public repository of structured organic reaction records. The task is: describe an organic reaction: reactants, conditions, products, and yield Reactants: [Br-], C1CCOC1, C1CCOC1, Fc1ccc([Mg+])cc1Cl, CCOC(=O)c1nc(Cl)c2ccccc2n1. Product: O=C(c1ccc(F)c(Cl)c1)c1nc(Cl)c2ccccc2n1. As a reaction SMILES: [Br-:17].[CH2:27]1[O:28][CH2:29][CH2:30][CH2:31]1.[CH2:32]1[O:33][CH2:34][CH2:35][CH2:36]1.[Cl:18][c:19]1[cH:20][c:21]([Mg+:26])[cH:22][cH:23][c:24]1[F:25].[Cl:1][c:2]1[n:3][c:4]([C:12]([O:14][CH2:13][CH3:15])=[O:16])[n:5][c:6]2[cH:7][cH:8][cH:9][cH:10][c:11]12>>[Cl:1][c:2]1[n:3][c:4]([C:12](=[O:14])[c:21]2[cH:20][c:19]([Cl:18])[c:24]([F:25])[cH:23][cH:22]2)[n:5][c:6]2[cH:7][cH:8][cH:9][cH:10][c:11]12. The reactants are COCCCN1CCOc2ccc(COC3CN(S(=O)(=O)c4ccc(C)cc4)C(CC(=O)NNC(=O)OC(C)(C)C)CC3c3ccc(COCC(C)COC)cc3)cc21, ClCCl, [Na+], O=C([O-])O, O=C(O)C(F)(F)F. Product: COCCCN1CCOc2ccc(COC3CN(S(=O)(=O)c4ccc(C)cc4)C(CC(=O)NN)CC3c3ccc(COCC(C)COC)cc3)cc21. As a reaction SMILES: [C:1]([O:2][C:3](=[O:4])[NH:8][NH:9][C:10]([CH2:11][CH:12]1[N:13]([S:49](=[O:50])(=[O:51])[c:52]2[cH:53][cH:54][c:55]([CH3:58])[cH:56][cH:57]2)[CH2:14][CH:15]([O:32][CH2:33][c:34]2[cH:35][cH:36][c:37]3[c:38]([cH:48]2)[N:39]([CH2:43][CH2:44][CH2:45][O:46][CH3:47])[CH2:40][CH2:41][O:42]3)[CH:16]([c:18]2[cH:19][cH:20][c:21]([CH2:24][O:25][CH2:26][CH:27]([CH2:28][O:29][CH3:30])[CH3:31])[cH:22][cH:23]2)[CH2:17]1)=[O:59])([CH3:5])([CH3:6])[CH3:7].[Cl:72][CH2:73][Cl:74].[Na+:71].[O-:67][C:68]([OH:69])=[O:70].[OH:60][C:61]([C:62]([F:63])([F:64])[F:65])=[O:66]>>[NH2:8][NH:9][C:10]([CH2:11][CH:12]1[N:13]([S:49](=[O:50])(=[O:51])[c:52]2[cH:53][cH:54][c:55]([CH3:58])[cH:56][cH:57]2)[CH2:14][CH:15]([O:32][CH2:33][c:34]2[cH:35][cH:36][c:37]3[c:38]([cH:48]2)[N:39]([CH2:43][CH2:44][CH2:45][O:46][CH3:47])[CH2:40][CH2:41][O:42]3)[CH:16]([c:18]2[cH:19][cH:20][c:21]([CH2:24][O:25][CH2:26][CH:27]([CH2:28][O:29][CH3:30])[CH3:31])[cH:22][cH:23]2)[CH2:17]1)=[O:59].